From a dataset of the Open Reaction Database (ORD), a public repository of structured organic reaction records. describe an organic reaction: reactants, conditions, products, and yield The reactants are CNCC1=CC=C(C=C1)SC (N-Methyl-N-(4-methylthiobenzyl)amine), C([O-])([O-])=O.[K+].[K+] (potassium carbonate), [Cl-] (chloride). The solvent is CC(=O)C (acetone), O (water), O (water). Reaction conditions: time 30 minute. The product is C(C1=CC=CC=C1)(=O)N(CC1=CC=C(C=C1)SC)C (N-benzoyl-N-methyl-N-(4-methylthiobenzyl)amine). Isolated yield 199.6%. RXN SMILES: [CH3:1][NH:2][CH2:3][C:4]1[CH:9]=[CH:8][C:7]([S:10][CH3:11])=[CH:6][CH:5]=1.[C:12](=[O:15])([O-])[O-].[K+].[K+].[Cl-]>CC(C)=O.O>[C:12]([N:2]([CH3:1])[CH2:3][C:4]1[CH:9]=[CH:8][C:7]([S:10][CH3:11])=[CH:6][CH:5]=1)(=[O:15])[C:4]1[CH:9]=[CH:8][CH:7]=[CH:6][CH:5]=1 |f:1.2.3|. Reported procedure: N-Methyl-N-(4-methylthiobenzyl)amine (4.2 g) and potassium carbonate (5.2 g) are dissolved in a mixture of acetone (20 ml) and water (20 ml), and thereto is added dropwise benzoy chloride (3.7 ml) gradually under ice cooling. After the mixture is stirred at the same temperature for 30 minutes, the reacting mixture is poured into water, and then extracted with dichloromethane. The extract is washed with aqueous sodium chloride solution, and dried over magnesium sulfate. Dichloromethane is distill... The reactants are CC1=NC=C(C(=C1O)CO)C(CBr)Br (2-methyl-3-hydroxy-4-hydroxymethyl-5-(1,2-dibromoethyl)pyridine), [OH-].[K+] (potassium hydroxide). The product is CC1=NC=C(C(=C1O)CO)C#C (2-methyl-3-hydroxy-4-hydroxymethyl-5-ethynylpyridine). Reaction SMILES: [CH3:1][C:2]1[C:7]([OH:8])=[C:6]([CH2:9][OH:10])[C:5]([CH:11](Br)[CH2:12]Br)=[CH:4][N:3]=1.[OH-].[K+]>>[CH3:1][C:2]1[C:7]([OH:8])=[C:6]([CH2:9][OH:10])[C:5]([C:11]#[CH:12])=[CH:4][N:3]=1 |f:1.2|. Procedure: The oily product from Step A was refluxed in 15 ml. of 10% (w/v) ethanolic potassium hydroxide under nitrogen for 10 minutes. After cooling the solvent was evaporated. The residue was extracted with 2×20 ml. of hot isopropanol which was then filtered and evaporated to give solid 2-methyl-3-hydroxy-4-hydroxymethyl-5-ethynylpyridine, m.p. 170°-171° C. Reactants: N1=CC(=CC=C1)C=1C=C2CC[C@@H](CC2=CC1)NC(C1=CC=C(C=C1)OC[C@H]1OCCC1)=O (N-((S)-6-pyridin-3-yl-1,2,3,4-tetrahydronaphthalen-2-yl)-4-[(S)-1-(tetrahydrofuran-2-yl)methoxy]benzamide). The reagents and catalysts are [Pt](=O)=O (platinum(IV) oxide). Solvent: C(C)(=O)O (acetic acid). Run at time 12 hour. Product: N1CC(CCC1)C=1C=C2CC[C@@H](CC2=CC1)NC(C1=CC=C(C=C1)OC[C@H]1OCCC1)=O (N-((S)-6-Piperidin-3-yl-1,2,3,4-tetrahydronaphthalen-2-yl)-4-[(S)-1-(tetrahydrofuran-2-yl)methoxy]benzamide). Reaction SMILES: [N:1]1[CH:6]=[CH:5][CH:4]=[C:3]([C:7]2[CH:8]=[C:9]3[C:14](=[CH:15][CH:16]=2)[CH2:13][C@@H:12]([NH:17][C:18](=[O:32])[C:19]2[CH:24]=[CH:23][C:22]([O:25][CH2:26][C@@H:27]4[CH2:31][CH2:30][CH2:29][O:28]4)=[CH:21][CH:20]=2)[CH2:11][CH2:10]3)[CH:2]=1>[Pt](=O)=O.C(O)(=O)C>[NH:1]1[CH2:6][CH2:5][CH2:4][CH:3]([C:7]2[CH:8]=[C:9]3[C:14](=[CH:15][CH:16]=2)[CH2:13][C@@H:12]([NH:17][C:18](=[O:32])[C:19]2[CH:20]=[CH:21][C:22]([O:25][CH2:26][C@@H:27]4[CH2:31][CH2:30][CH2:29][O:28]4)=[CH:23][CH:24]=2)[CH2:11][CH2:10]3)[CH2:2]1. Procedure: A mixture of N-((S)-6-pyridin-3-yl-1,2,3,4-tetrahydronaphthalen-2-yl)-4-[(S)-1-(tetrahydrofuran-2-yl)methoxy]benzamide (0.60 g), glacial acetic acid (30 ml) and platinum(IV) oxide (0.10 g) was stirred vigorously under a hydrogen atmosphere (balloon) for 12 hours. The catalyst was filtered off with suction and the filtrate was concentrated. The product was thus obtained with the molecular weight of 434.58 (C27H34N2O3); MS (ESI): 435 (M+H+). As a reaction SMILES: [CH3:47][N:48]([CH3:49])[CH:50]=[O:51].[CH3:8][C:9]([CH3:10])([O-:11])[CH3:12].[K+:13].[O:52]1[CH2:53][CH2:54][CH2:55][CH2:56]1.[OH2:46].[S:14]([O:15][CH:25]([CH2:26][CH2:27][CH2:28][CH2:29][O:30][CH:31]1[O:32][CH2:33][CH2:34][CH2:35][CH2:36]1)[CH2:37][CH2:38][CH2:39][c:40]1[cH:41][n:42][cH:43][cH:44][cH:45]1)([c:16]1[cH:17][cH:18][c:19]([CH3:20])[cH:21][cH:22]1)(=[O:23])=[O:24].[SH:1][CH2:2][C:3](=[O:4])[O:5][CH2:6][CH3:7]>>[S:1]([CH2:2][C:3](=[O:4])[O:5][CH2:6][CH3:7])[CH:25]([CH2:26][CH2:27][CH2:28][CH2:29][O:30][CH:31]1[O:32][CH2:33][CH2:34][CH2:35][CH2:36]1)[CH2:37][CH2:38][CH2:39][c:40]1[cH:41][n:42][cH:43][cH:44][cH:45]1. Product: CCOC(=O)CSC(CCCCOC1CCCCO1)CCCc1cccnc1. Starting materials: CN(C)C=O, CC(C)(C)[O-], [K+], C1CCOC1, O, Cc1ccc(S(=O)(=O)OC(CCCCOC2CCCCO2)CCCc2cccnc2)cc1, CCOC(=O)CS.